The task is: describe an organic reaction: reactants, conditions, products, and yield. This data is from the Open Reaction Database (ORD), a public repository of structured organic reaction records. Starting materials: ice water, CN1C(N(C(C=C1C1=CC=C(C=C1)OC)=O)C)=O (1,3-dimethyl-6-(4-methoxyphenyl)-1,2,3,4-tetrahydropyrimidine-2,4-dione), S(O)(O)(=O)=O (sulfuric acid), [N+](=O)(O)[O-] (nitric acid), [OH-].[Na+] (sodium hydroxide). Solvent: C(C)(=O)O (acetic acid). Run at time 2 hour. Yields the product CN1C(N(C(C=C1C1=CC(=C(C=C1)OC)[N+](=O)[O-])=O)C)=O (1,3-dimethyl-6-(4-methoxy-3-nitrophenyl)-1,2,3,4-tetrahydropyrimidine-2,4-dione). RXN SMILES: [CH3:1][N:2]1[C:7]([C:8]2[CH:13]=[CH:12][C:11]([O:14][CH3:15])=[CH:10][CH:9]=2)=[CH:6][C:5](=[O:16])[N:4]([CH3:17])[C:3]1=[O:18].S(=O)(=O)(O)O.[N+:24]([O-])([OH:26])=[O:25].[OH-].[Na+]>C(O)(=O)C>[CH3:1][N:2]1[C:7]([C:8]2[CH:9]=[CH:10][C:11]([O:14][CH3:15])=[C:12]([N+:24]([O-:26])=[O:25])[CH:13]=2)=[CH:6][C:5](=[O:16])[N:4]([CH3:17])[C:3]1=[O:18] |f:3.4|. Procedure: To a solution of 1,3-dimethyl-6-(4-methoxyphenyl)-1,2,3,4-tetrahydropyrimidine-2,4-dione (4.4 g) in acetic acid (22 ml) were added conc.sulfuric acid (9 ml) and conc. nitric acid (18 ml) under ice-cooling. The mixture was stirred at 5°-10° C. for 1.5 hours and at ambient temperature further for 2 hours. The mixture was poured into ice-water, and stirred. After the aqueous mixture was neutralized with aqueous sodium hydroxide, the resultant precipitates were filtered. The precipitates were washed... Starting materials: C(C)(=O)O (acetic acid), O (water), BrC1=C(C(=CC(=C1)C(F)(F)F)[N+](=O)[O-])NC ((2-bromo-6-nitro-4-trifluoromethyl-phenyl)-methyl-amine). The reagents and catalysts are [Fe] (iron). The solvent is C1CCOC1 (THF), C1CCOC1 (THF). Conditions: temperature 70 celsius. Yields the product BrC1=C(C(=CC(=C1)C(F)(F)F)N)NC (3-bromo-N2-methyl-5-trifluoromethyl-benzene-1,2-diamine). Yield: 122.3%. As a reaction SMILES: C(O)(=O)C.O.[Br:6][C:7]1[CH:12]=[C:11]([C:13]([F:16])([F:15])[F:14])[CH:10]=[C:9]([N+:17]([O-])=O)[C:8]=1[NH:20][CH3:21]>[Fe].C1COCC1>[Br:6][C:7]1[CH:12]=[C:11]([C:13]([F:16])([F:15])[F:14])[CH:10]=[C:9]([NH2:17])[C:8]=1[NH:20][CH3:21]. Procedure: To a mixture of an iron powder (11 g), acetic acid (12 ml), THF (40 ml), and water (10 ml) was added dropwise a mixture of (2-bromo-6-nitro-4-trifluoromethyl-phenyl)-methyl-amine (10 g) and THF (50 ml) while stirring and heating at 70° C. After that, the mixture was stirred at 70° C. for 3 hours. The resulting reaction mixture was filtered through celite (registered trademark), and washed with THF. The resulting filtrate was concentrated under reduced pressure. To the resulting residue was poure... As a reaction SMILES: Br[C:2]1[CH:7]=[CH:6][C:5]([CH:8]([CH3:18])[CH2:9][O:10][Si:11]([C:14]([CH3:17])([CH3:16])[CH3:15])([CH3:13])[CH3:12])=[CH:4][CH:3]=1.[Li]CCCC.[B:24](OC)([O:27]C)[O:25]C.Cl>>[Si:11]([O:10][CH2:9][CH:8]([C:5]1[CH:6]=[CH:7][C:2]([B:24]([OH:27])[OH:25])=[CH:3][CH:4]=1)[CH3:18])([C:14]([CH3:17])([CH3:16])[CH3:15])([CH3:13])[CH3:12]. Reaction conditions: temperature -78 celsius, time 2 hour. The reactants are Cl (HCl), BrC1=CC=C(C=C1)C(CO[Si](C)(C)C(C)(C)C)C ((2-(4-bromophenyl)propoxy)(tert-butyl)dimethylsilane), [Li]CCCC (n-BuLi), B(OC)(OC)OC (B(OMe)3). Product: [Si](C)(C)(C(C)(C)C)OCC(C)C1=CC=C(C=C1)B(O)O (4-(1-(tert-butyldimethylsilyloxy)propan-2-yl)phenylboronic acid). Procedure details: To a solution of 73C (100 mg in 2 mL dry THF, 0.3 mmol) at −78° C. was added n-BuLi (1.6 M, 0.2 mL, 0.32 mmol), followed by B(OMe)3 (0.1 mL, 0.9 mmol). The solution was stirred at −78° C. for 2 h. 1N HCl (4 mL) was added, and stirred 30 min. The mixture was extracted with EtOAc (3×20 mL). The organic layer washed by brine, dried (Na2SO4). Purification through ISCO (0-80% EtOAc in hexanes) gives 73D (37 mg, 40%). 1H NMR (400 MHz, Chloroform-d) δ ppm −0.03 (d, J=3.52 Hz, 6 H) 0.84-0.89 (m, 9 H) 1.... Isolated yield 41.9%. Reactants: CN(C)c1ccncc1, OCC1COc2ccc3scc(Cl)c3c2O1, ClCCl, O, Cc1ccc(S(=O)(=O)Cl)cc1. The product is Cc1ccc(S(=O)(=O)OCC2COc3ccc4scc(Cl)c4c3O2)cc1. RXN SMILES: [CH3:29][N:30]([CH3:31])[c:32]1[cH:33][cH:34][n:35][cH:36][cH:37]1.[Cl:12][c:13]1[cH:14][s:15][c:16]2[c:17]1[c:18]1[c:19]([cH:26][cH:27]2)[O:20][CH2:21][CH:22]([CH2:24][OH:25])[O:23]1.[Cl:38][CH2:39][Cl:40].[OH2:28].[c:1]1([CH3:11])[cH:2][cH:3][c:4]([S:7](=[O:8])(=[O:9])[Cl:10])[cH:5][cH:6]1>>[c:1]1([CH3:11])[cH:2][cH:3][c:4]([S:7](=[O:8])(=[O:9])[O:25][CH2:24][CH:22]2[CH2:21][O:20][c:19]3[c:18]([c:17]4[c:13]([Cl:12])[cH:14][s:15][c:16]4[cH:27][cH:26]3)[O:23]2)[cH:5][cH:6]1. The reactants are O(S(=O)(=O)C)S(=O)(=O)C (Ms2O), C(C)OC(=O)C=1N=C(N(C1C(O)C1=CC=C(C=C1)Cl)C(C)C)Br (2-bromo-5-[(4-chlorophenyl)-hydroxy-methyl]-1-isopropyl-1H-imidazole-4-carboxylic acid ethyl ester), C(C)OC(=O)C=1N=C(N(C1C(O)C1=CC=C(C=C1)Cl)C(C)C)Br (2-bromo-5-[(4-chlorophenyl)-hydroxy-methyl]-1-isopropyl-1H-imidazole-4-carboxylic acid ethyl ester), TEA, ClC=1C=CC(=C(N)C1)C (5-Chloro-2-methyl aniline). The solvent is C(Cl)Cl (DCM), C(Cl)Cl.O (DCM water). Conditions: temperature 5 celsius, time 15 minute. Yields the product C(C)OC(=O)C=1N=C(N(C1N(C1=C(C=CC(=C1)Cl)C)C1=CC=C(C=C1)Cl)C(C)C)Br (2-Bromo-5-[(4-chloro-phenyl)-5-chloro-2-methyl-phenylamino]-1-isopropyl-1H-imidazole-4-carboxylic acid ethyl ester). Reaction SMILES: O(S(C)(=O)=O)S(C)(=O)=O.[CH2:10]([O:12][C:13]([C:15]1[N:16]=[C:17]([Br:32])[N:18]([CH:29]([CH3:31])[CH3:30])[C:19]=1C(C1C=CC(Cl)=CC=1)O)=[O:14])[CH3:11].[Cl:33][C:34]1[CH:35]=[CH:36][C:37]([CH3:41])=[C:38]([CH:40]=1)[NH2:39]>C(Cl)Cl.C(Cl)Cl.O>[CH2:10]([O:12][C:13]([C:15]1[N:16]=[C:17]([Br:32])[N:18]([CH:29]([CH3:30])[CH3:31])[C:19]=1[N:39]([C:37]1[CH:36]=[CH:35][C:34]([Cl:33])=[CH:40][CH:38]=1)[C:38]1[CH:40]=[C:34]([Cl:33])[CH:35]=[CH:36][C:37]=1[CH3:41])=[O:14])[CH3:11] |f:4.5|. Reported procedure: Ms2O (3.6 g, 20.9 mmol) was added to a stirred solution of 2-bromo-5-[(4-chlorophenyl)-hydroxy-methyl]-1-isopropyl-1H-imidazole-4-carboxylic acid ethyl ester (intermediate B; 4.2 g, 20.9 mmol) and TEA (5.3 g, 52.0 mmol) in DCM (80 mL) at 5° C. and the reaction mixture was stirred at 5° C. for 15 min. 5-Chloro-2-methyl aniline (2.2 g, 15.7 mmol) was then added. The reaction mixture was allowed to reach rt in 45 min and stirred at rt for 2 h. The reaction mixture was diluted in DCM/water, extracte...